This data is from the Open Reaction Database (ORD), a public repository of structured organic reaction records. The task is: describe an organic reaction: reactants, conditions, products, and yield The reactants are C1(=CC=CC=C1)C1OC2(C3=CC=CC=C13)CCC1(CC2)OCCO1 (3"-phenyldispiro[1,3-dioxolane-2,1'-cyclohexane-4',1"(3"H)-isobenzofuran]), Cl (hydrochloric acid). Run in CO (methanol). Run at time 4 hour. Yields the product C1(=CC=CC=C1)C1OC2(C3=CC=CC=C13)CCC(CC2)=O (3'-Phenylspiro[cyclohexane-1,1'(3'H)-isobenzofuran]-4-one). The yield is 71.8%. As a reaction SMILES: [C:1]1([CH:7]2[C:15]3[C:10](=[CH:11][CH:12]=[CH:13][CH:14]=3)[C:9]3([CH2:20][CH2:19][C:18]4(OCC[O:21]4)[CH2:17][CH2:16]3)[O:8]2)[CH:6]=[CH:5][CH:4]=[CH:3][CH:2]=1.Cl>CO>[C:1]1([CH:7]2[C:15]3[C:10](=[CH:11][CH:12]=[CH:13][CH:14]=3)[C:9]3([CH2:16][CH2:17][C:18](=[O:21])[CH2:19][CH2:20]3)[O:8]2)[CH:2]=[CH:3][CH:4]=[CH:5][CH:6]=1. Procedure: A mixture of 3.22 g of 3"-phenyldispiro[1,3-dioxolane-2,1'-cyclohexane-4',1"(3"H)-isobenzofuran], 350 ml of methanol and 10 ml of 5% hydrochloric acid is stirred at room temperature for 4 hours. The solvent is removed under reduced pressure and the residue crystallizes with 50 ml of water, suction filtered, washed with water and dried. Recrystallization from 200 ml of hexane provides 71.8% of product, mp 143°-145° C. Reactants: C1CCOC1, CCOC(=O)CC1CCc2cc(OCCCNc3ccc(C(F)(F)F)c(-c4ccc(OC)cc4)n3)ccc21, CO, [Li+], [OH-], O. Yields the product COc1ccc(-c2nc(NCCCOc3ccc4c(c3)CCC4CC(=O)O)ccc2C(F)(F)F)cc1. RXN SMILES: [CH2:44]1[O:45][CH2:46][CH2:47][CH2:48]1.[CH3:1][O:2][c:3]1[cH:4][cH:5][c:6](-[c:9]2[c:10]([C:35]([F:36])([F:37])[F:38])[cH:11][cH:12][c:13]([NH:15][CH2:16][CH2:17][CH2:18][O:19][c:20]3[cH:21][c:22]4[c:26]([cH:27][cH:28]3)[CH:25]([CH2:29][C:30](=[O:31])[O:32][CH2:33][CH3:34])[CH2:24][CH2:23]4)[n:14]2)[cH:7][cH:8]1.[CH3:39][OH:40].[Li+:43].[OH-:42].[OH2:41]>>[CH3:1][O:2][c:3]1[cH:4][cH:5][c:6](-[c:9]2[c:10]([C:35]([F:36])([F:37])[F:38])[cH:11][cH:12][c:13]([NH:15][CH2:16][CH2:17][CH2:18][O:19][c:20]3[cH:21][c:22]4[c:26]([cH:27][cH:28]3)[CH:25]([CH2:29][C:30](=[O:31])[OH:32])[CH2:24][CH2:23]4)[n:14]2)[cH:7][cH:8]1. The reactants are FC1=C(C(=O)NC)C(=CC=C1)F (2,6-difluoro-N-methyl-benzamide), B.CSC (borane methylsulfide), solution. Solvent: C1(=CC=CC=C1)C (toluene). The product is FC1=C(CNC)C(=CC=C1)F (2,6-Difluoro-N-methyl-benzylamine). The yield is 51.0%. RXN SMILES: [F:1][C:2]1[CH:11]=[CH:10][CH:9]=[C:8]([F:12])[C:3]=1[C:4]([NH:6][CH3:7])=O.B.CSC>C1(C)C=CC=CC=1>[F:1][C:2]1[CH:11]=[CH:10][CH:9]=[C:8]([F:12])[C:3]=1[CH2:4][NH:6][CH3:7] |f:1.2|. Reported procedure: Prepared from 2,6-difluoro-N-methyl-benzamide (3.2 g, 18.7 mmol) and borane-methylsulfide (47 mL of a 2 M solution in toluene) according to the procedure used for example 84 (Step B) to give 1.5 g of the title compound which was used directly in the next prep. The reactants are CC(=O)[O-], CC(=O)[O-], C1CCNCC1, CN(C)C=O, CCOC(C)=O, C1=CC2CCC1C2, O=CO, COCC1CN(c2ccc(I)cc2)C(=O)O1, [Pd+2], c1ccc(P(c2ccccc2)c2ccccc2)cc1, c1ccc(P(c2ccccc2)c2ccccc2)cc1. Yields the product COCC1CN(c2ccc(C3CC4CCC3C4)cc2)C(=O)O1. RXN SMILES: [C:41]([O-:42])(=[O:43])[CH3:44].[C:45]([O-:46])(=[O:47])[CH3:48].[CH2:24]1[CH2:25][CH2:26][NH:27][CH2:28][CH2:29]1.[CH3:30][N:31]([CH3:32])[CH:33]=[O:34].[CH3:35][CH2:36][O:37][C:38](=[O:39])[CH3:40].[CH:17]12[CH:18]=[CH:19][CH:20]([CH2:21][CH2:22]1)[CH2:23]2.[CH:88]([OH:89])=[O:90].[I:1][c:2]1[cH:3][cH:4][c:5]([N:8]2[C:9](=[O:16])[O:10][CH:11]([CH2:13][O:14][CH3:15])[CH2:12]2)[cH:6][cH:7]1.[Pd+2:49].[c:50]1([P:51]([c:52]2[cH:53][cH:54][cH:55][cH:56][cH:57]2)[c:58]2[cH:59][cH:60][cH:61][cH:62][cH:63]2)[cH:64][cH:65][cH:66][cH:67][cH:68]1.[c:69]1([P:70]([c:71]2[cH:72][cH:73][cH:74][cH:75][cH:76]2)[c:77]2[cH:78][cH:79][cH:80][cH:81][cH:82]2)[cH:83][cH:84][cH:85][cH:86][cH:87]1>>[c:2]1([CH:18]2[CH:17]3[CH2:22][CH2:21][CH:20]([CH2:19]2)[CH2:23]3)[cH:3][cH:4][c:5]([N:8]2[C:9](=[O:16])[O:10][CH:11]([CH2:13][O:14][CH3:15])[CH2:12]2)[cH:6][cH:7]1.